From a dataset of the Open Reaction Database (ORD), a public repository of structured organic reaction records. describe an organic reaction: reactants, conditions, products, and yield Reactants: N(=[N+]=[N-])CCCC1CCN(CC1)C=NC1[C@@H]2N(C(=C(CS2)C)C(=O)OCOC(C(C)(C)C)=O)C1=O (pivaloyloxymethyl 7-[(4-(3-azidopropyl)-1-piperidyl)-methyleneamino]-3-methyl-3-cephem-4-carboxylate), O (water), Cl (hydrochloric acid). The reagents and catalysts are [Pd] (palladium-on-carbon). Run in C(C)(=O)OCC (ethyl acetate). Yields the product Cl.Cl.NCCCC1CCN(CC1)C=NC1[C@@H]2N(C(=C(CS2)C)C(=O)OCOC(C(C)(C)C)=O)C1=O (Pivaloyloxymethyl 7-[(4-(3-aminopropyl)-1-piperidyl)-methyleneamino]-3-methyl-3-cephem-4-carboxylate, dihydrochloride). RXN SMILES: [N:1]([CH2:4][CH2:5][CH2:6][CH:7]1[CH2:12][CH2:11][N:10]([CH:13]=[N:14][CH:15]2[C:34](=[O:35])[N:17]3[C:18]([C:23]([O:25][CH2:26][O:27][C:28](=[O:33])[C:29]([CH3:32])([CH3:31])[CH3:30])=[O:24])=[C:19]([CH3:22])[CH2:20][S:21][C@H:16]23)[CH2:9][CH2:8]1)=[N+]=[N-].O.[ClH:37]>C(OCC)(=O)C.[Pd]>[ClH:37].[ClH:37].[NH2:1][CH2:4][CH2:5][CH2:6][CH:7]1[CH2:12][CH2:11][N:10]([CH:13]=[N:14][CH:15]2[C:34](=[O:35])[N:17]3[C:18]([C:23]([O:25][CH2:26][O:27][C:28](=[O:33])[C:29]([CH3:30])([CH3:31])[CH3:32])=[O:24])=[C:19]([CH3:22])[CH2:20][S:21][C@H:16]23)[CH2:9][CH2:8]1 |f:5.6.7|. Procedure details: To a stirred solution of pivaloyloxymethyl 7-[(4-(3-azidopropyl)-1-piperidyl)-methyleneamino]-3-methyl-3-cephem-4-carboxylate (1.5 g) in ethyl acetate (25 ml) were added water (30 ml) and hydrochloric acid to pH=3. 10% palladium-on-carbon (0.5 g) was added, and hydrogen was bubbled through the stirred mixture, a pH-value of 3 being maintained by addition of 0.2 N hydrochloric acid. When the consumption of acid ceased, the catalyst was filtered off. The aqueous phase was separated and freeze-drie... The reactants are COC([C@@H](N)C)=O (alanine methylester), C(C)(C)(C)OC(=O)NC1C=C(C=CC1)C(=O)O (3-tert-butoxycarbonylamino-1,5-cyclohexadiene carboxylic acid), ClCCl (dichloromethane), ClC(=O)OC (methyl chloroformate). The solvent is C(C)N(CC)CC (triethylamine). Reaction conditions: temperature 25 celsius. The product is Cl.NC1C=C(C=CC1)C(=O)N[C@@H](C)C(=O)O (N-(3-amino-1,5-cyclohexadienyl)carbonylalanine hydrochloride). Reaction SMILES: C(OC([NH:8][CH:9]1[CH2:14][CH:13]=[CH:12][C:11]([C:15]([OH:17])=O)=[CH:10]1)=O)(C)(C)C.[Cl:18]CCl.ClC(OC)=O.C[O:27][C:28](=[O:32])[C@H:29]([CH3:31])[NH2:30]>C(N(CC)CC)C>[ClH:18].[NH2:8][CH:9]1[CH2:14][CH:13]=[CH:12][C:11]([C:15]([NH:30][C@H:29]([C:28]([OH:32])=[O:27])[CH3:31])=[O:17])=[CH:10]1 |f:5.6|. Procedure: A solution of 240 mg (1 m mole) of 3-tert-butoxycarbonylamino-1,5-cyclohexadiene carboxylic acid and 5 ml of dichloromethane is treated with 202 mg (2 m mole) of triethylamine and 94 mg (1 mole) of methyl chloroformate. After 30 minutes at 25° C. the solution is treated with 103 mg (1 m mole) of alanine methylester and maintained at 25° C. for 1 hour after which the solution is washed with water, dryed and concentrated. The residue is treated with 3 ml of methanol and 120 mg of sodium hydroxide ... Reactants: CCO, NC(N)=O, N, [Zn], O=C(Nc1ccccc1)Nc1ccccc1. Yields the product CCOC(=O)Nc1ccccc1. Reaction SMILES: [CH3:22][CH2:23][OH:24].[NH2:17][C:18](=[O:19])[NH2:20].[NH3:21].[Zn:25].[c:1]1([NH:2][C:8](=[O:9])[NH:10][c:11]2[cH:12][cH:13][cH:14][cH:15][cH:16]2)[cH:3][cH:4][cH:5][cH:6][cH:7]1>>[C:8](=[O:9])([NH:10][c:11]1[cH:12][cH:13][cH:14][cH:15][cH:16]1)[O:24][CH2:23][CH3:22]. The reactants are CC1CN(Cc2ccccc2)CC(C)C1=NN(C)C, CO, Cl. The product is CC1CN(Cc2ccccc2)CC(C)C1=O. Reaction SMILES: [CH2:1]([c:2]1[cH:3][cH:4][cH:5][cH:6][cH:7]1)[N:8]1[CH2:9][CH:10]([CH3:19])[C:11](=[N:15][N:16]([CH3:17])[CH3:18])[CH:12]([CH3:14])[CH2:13]1.[CH3:20][OH:21].[ClH:22]>>[CH2:1]([c:2]1[cH:3][cH:4][cH:5][cH:6][cH:7]1)[N:8]1[CH2:9][CH:10]([CH3:19])[C:11](=[O:21])[CH:12]([CH3:14])[CH2:13]1. The reactants are NC1=C(C=C(C=C1)C1=CC(=CC=C1)Cl)C(=O)C1CC1 ((4-amino-3′-chloro-biphenyl-3-yl)-cyclopropyl-methanone), C(#CC)[Mg]Br (propynylmagnesium bromide). Product: NC1=C(C=C(C=C1)C1=CC(=CC=C1)Cl)C(O)(C#CC)C1CC1 (1-(4-Amino-3′-chloro-biphenyl-3-yl)-1-cyclopropyl-1-propynyl-methanol). Reaction SMILES: [NH2:1][C:2]1[CH:7]=[CH:6][C:5]([C:8]2[CH:13]=[CH:12][CH:11]=[C:10]([Cl:14])[CH:9]=2)=[CH:4][C:3]=1[C:15]([CH:17]1[CH2:19][CH2:18]1)=[O:16].[C:20]([Mg]Br)#[C:21][CH3:22]>>[NH2:1][C:2]1[CH:7]=[CH:6][C:5]([C:8]2[CH:13]=[CH:12][CH:11]=[C:10]([Cl:14])[CH:9]=2)=[CH:4][C:3]=1[C:15]([CH:17]1[CH2:18][CH2:19]1)([C:20]#[C:21][CH3:22])[OH:16]. Procedure: 1-(4-Amino-3′-chloro-biphenyl-3-yl)-1-cyclopropyl-1-propynyl-methanol was prepared from (4-amino-3′-chloro-biphenyl-3-yl)-cyclopropyl-methanone and propynylmagnesium bromide according to Example 41. Starting materials: COC(=O)C(C#N)c1cc(C)c(OC)cc1[N+](=O)[O-], CO, Cl. Product: COc1cc([N+](=O)[O-])c(CC#N)cc1C. RXN SMILES: [CH3:1][O:2][C:3]([CH:4]([c:5]1[c:6]([N+:14](=[O:15])[O-:16])[cH:7][c:8]([O:12][CH3:13])[c:9]([CH3:11])[cH:10]1)[C:17]#[N:18])=[O:19].[CH3:21][OH:22].[ClH:20]>>[CH2:4]([c:5]1[c:6]([N+:14](=[O:15])[O-:16])[cH:7][c:8]([O:12][CH3:13])[c:9]([CH3:11])[cH:10]1)[C:17]#[N:18]. Reactants: C(C1=CC=CC=C1)OC1=C(C(=O)NN)C(=CC(=C1)OCC1=CC=CC=C1)Cl (2,4-dibenzyloxy-6-chlorobenzohydrazide), C(C1=CC=CC=C1)OC1=C(C(=C(C(=O)NN)C=C1)CC)Cl (4-benzyloxy-3-chloro-2-ethylbenzohydrazide). Product: C(C1=CC=CC=C1)OC1=C(C(=O)NN)C(=CC(=C1)OCC1=CC=CC=C1)CC (2,4-Dibenzyloxy-6-ethylbenzohydrazide). Reaction SMILES: [CH2:1]([O:8][C:9]1[CH:18]=[C:17]([O:19][CH2:20][C:21]2[CH:26]=[CH:25][CH:24]=[CH:23][CH:22]=2)[CH:16]=[C:15](Cl)[C:10]=1[C:11]([NH:13][NH2:14])=[O:12])[C:2]1[CH:7]=[CH:6][CH:5]=[CH:4][CH:3]=1.[CH2:28](OC1C=CC(C(NN)=O)=C(CC)C=1Cl)[C:29]1C=CC=CC=1>>[CH2:1]([O:8][C:9]1[CH:18]=[C:17]([O:19][CH2:20][C:21]2[CH:26]=[CH:25][CH:24]=[CH:23][CH:22]=2)[CH:16]=[C:15]([CH2:28][CH3:29])[C:10]=1[C:11]([NH:13][NH2:14])=[O:12])[C:2]1[CH:7]=[CH:6][CH:5]=[CH:4][CH:3]=1. Procedure details: An analogous preparation procedure also gives 2,4-dibenzyloxy-6-chlorobenzohydrazide: yield 61%, m.p. 166-1670, and 4-benzyloxy-3-chloro-2-ethylbenzohydrazide: yield 85%, m.p. 182-1840. The reactants are C1OC23CC[C@H]4[C@H]5[C@H](CC([C@]24OCCO3)OC1)[C@]1(CCCCC1=CC5)C (17,17-bis-(ethylenedioxy)-10-methyl-gon-5-ene), CC(=O)C (acetone), C1(=CC=C(C=C1)S(=O)(=O)O)C (p-toluenesulphonic acid). Run in O (water). Yields the product C(#C)[C@]12C(CC[C@H]2[C@H]2[C@H](CC1)[C@]1(CCC(C=C1CC2)=O)C)=O (13-ethinyl-10-methyl-gon-4-ene-3,17-dione). RXN SMILES: [C:1]1(C)C=[CH:5][C:4](S(O)(=O)=O)=[CH:3][CH:2]=1.C1C[O:27][CH:21]2[C@:22]34OCCOC3([CH2:15][CH2:16][C@H:17]4[C@@H:18]3[CH2:36][CH:35]=[C:34]4[C@:29]([CH3:37])(CC[CH2:32][CH2:33]4)[C@H:19]3[CH2:20]2)O1.CC(C)=[O:40]>O>[C:2]([C@:3]12[CH2:32][CH2:33][C@@H:34]3[C@:29]4([CH3:37])[C:17]([CH2:16][CH2:15][C@H:35]3[C@@H:36]1[CH2:18][CH2:5][C:4]2=[O:40])=[CH:22][C:21](=[O:27])[CH2:20][CH2:19]4)#[CH:1]. Procedure: 20 mg of p-toluenesulphonic acid are added to a solution of 327 mg of 13-ethinyl-3,3;17,17-bis-(ethylenedioxy)-10-methyl-gon-5-ene in 15 ml of acetone and 0.5 ml of water and the mixture is heated under reflux for 5 hours. The reaction mixture is concentrated to about 5 ml, diluted with ethyl acetate, washed with water and saturated sodium chloride solution, dried and evaporated. Chromatography on silica gel using a mixture of hexane/ethyl acetate (3:1) as the eluant gives only 13-ethinyl-10-met... Yields the product C1(=CC=CC=C1)C(=O)N1C=NCC1 (2-Imidazolinyl Phenyl ketone). Reaction SMILES: [N:1]1([CH:6]([C:8]2[CH:13]=[CH:12][CH:11]=[CH:10][CH:9]=2)[OH:7])[CH2:5][CH2:4][N:3]=[CH:2]1>ClCCl>[C:8]1([C:6]([N:1]2[CH2:5][CH2:4][N:3]=[CH:2]2)=[O:7])[CH:9]=[CH:10][CH:11]=[CH:12][CH:13]=1. The yield is 63.7%. Starting materials: N1(C=NCC1)C(O)C1=CC=CC=C1 (2-imidazolinyl-phenylmethanol). Procedure: A suspension of 2-imidazolinyl-phenylmethanol (5.0 g.) in dichloromethane (250 ml.) was stirred at room temperature with deactivated precipitated manganese dioxide (50 g.) for 60 hrs. The product was isolated as in Example 1 and the residue crystallised from benzene/petroleum to yield the title compound as colourless prisms (3.15 g.), m.p. 141°-143°C. [Found C, 68.9; H, 5.8; N, 16.1%--C10H10N2O-- requires C, 68.9; H, 5,8; N, 16.05%]. Run in ClCCl (dichloromethane). Starting materials: diether ether, C(C)(=O)O (acetic acid), O (water), CC(C)C[AlH]CC(C)C (DIBAL-H), CSC1=CC=C(OC2=CC=CC(=N2)C(=O)OC)C=C1 (methyl 6-(4-(methylthio)phenoxy)picolinate), CC(C)C[AlH]CC(C)C (DIBAL-H). Run in CCCCCC (hexane), C1(=CC=CC=C1)C (toluene), CCCCCC (hexane). Run at temperature 70 celsius, time 20 minute. Product: CSC1=CC=C(OC2=CC=CC(=N2)C=O)C=C1 (6-(4-(Methylthio)phenoxy)picolinaldehyde). Reaction SMILES: [CH3:1][S:2][C:3]1[CH:19]=[CH:18][C:6]([O:7][C:8]2[N:13]=[C:12]([C:14](OC)=[O:15])[CH:11]=[CH:10][CH:9]=2)=[CH:5][CH:4]=1.CC(C[AlH]CC(C)C)C.C(O)(=O)C.O>C1(C)C=CC=CC=1.CCCCCC>[CH3:1][S:2][C:3]1[CH:4]=[CH:5][C:6]([O:7][C:8]2[N:13]=[C:12]([CH:14]=[O:15])[CH:11]=[CH:10][CH:9]=2)=[CH:18][CH:19]=1. Procedure: A solution of 38.7 g (0.141 mol) of methyl 6-(4-(methylthio)phenoxy)picolinate in 250 mL of toluene was cooled to a minus 70° C. in a dry ice-acetone bath. To the thus prepared slurry was added dropwise 285 mL of 1 Molar DIBAL-H in hexane over 1.5 hours. The solution was stirred at minus 70° C. for 20 minutes and an additional 20 mL of 1 Molar DIBAL-H in hexane was added. After 15 minutes, a solution of 187.5 mL of diether ether, 62.5 mL of glacial acetic acid and 15 mL of water was added dropwi...